From a dataset of the Open Reaction Database (ORD), a public repository of structured organic reaction records. describe an organic reaction: reactants, conditions, products, and yield Reactants: BrC=1C=C(C=CC1)COC1OCCCC1 (2-((3-bromophenyl)methoxy)tetrahydropyran), O=CCCC1=C(C(=O)O)C=CC=C1 (2-(3-oxopropyl)benzoic acid), O1C(CCCC1)OCC=1C=C(C=CC1)[Mg]Br (3-((2-tetrahydropyranyloxy)methyl)phenylmagnesium bromide). Run in C1CCOC1 (THF), C1CCOC1 (THF), C1CCOC1 (THF). Run at time 30 minute. Yields the product OC(CCC1=C(C(=O)O)C=CC=C1)C1=CC(=CC=C1)COC1OCCCC1 (2-(3-hydroxy-3-(3-((2-tetrahydropyranyloxy)methyl)phenyl)propyl)benzoic acid). Reaction SMILES: [O:1]=[CH:2][CH2:3][CH2:4][C:5]1[CH:13]=[CH:12][CH:11]=[CH:10][C:6]=1[C:7]([OH:9])=[O:8].[O:14]1[CH2:19][CH2:18][CH2:17][CH2:16][CH:15]1[O:20][CH2:21][C:22]1[CH:23]=[C:24]([Mg]Br)[CH:25]=[CH:26][CH:27]=1.BrC1C=C(COC2CCCCO2)C=CC=1>C1COCC1>[OH:1][CH:2]([C:26]1[CH:25]=[CH:24][CH:23]=[C:22]([CH2:21][O:20][CH:15]2[CH2:16][CH2:17][CH2:18][CH2:19][O:14]2)[CH:27]=1)[CH2:3][CH2:4][C:5]1[CH:13]=[CH:12][CH:11]=[CH:10][C:6]=1[C:7]([OH:9])=[O:8]. Reported procedure: At -10° C., a solution of the aldehyde of Step 4 (5.045 g, 28.3 mmol) in 50 mL of THF was added dropwise to 0.57M 3-((2-tetrahydropyranyloxy)methyl)phenylmagnesium bromide in THF (120 mL, 68.4 mmol, prepared from the bromide of Step 2 and Mg in THF and filtered to remove the excess of Mg) and the mixture as stirred at r.t. for 30 min. At 0° C., 25% aq NH4OAc was added. The title product was extracted with EtOAc, dried over Na2SO4 and purified by flash chromatography on silica using acetone: tolu... Reactants: COc1cccc(OC(F)(F)F)c1, COc1ccccc1C1(CC(=O)N2CCN(c3cnccn3)CC2)C(=O)Nc2ccc(Cl)cc21, O=S(=O)(Cl)Cl. The product is COc1ccc(S(=O)(=O)N2C(=O)C(CC(=O)N3CCN(c4cnccn4)CC3)(c3ccccc3OC)c3cc(Cl)ccc32)c(OC(F)(F)F)c1. RXN SMILES: [CH3:40][O:41][c:42]1[cH:43][c:44]([O:48][C:49]([F:50])([F:51])[F:52])[cH:45][cH:46][cH:47]1.[Cl:1][c:2]1[cH:3][c:4]2[c:8]([cH:9][cH:10]1)[NH:7][C:6](=[O:11])[C:5]2([CH2:12][C:13]([N:14]1[CH2:15][CH2:16][N:17]([c:20]2[n:21][cH:22][cH:23][n:24][cH:25]2)[CH2:18][CH2:19]1)=[O:26])[c:27]1[c:28]([O:33][CH3:34])[cH:29][cH:30][cH:31][cH:32]1.[S:35](=[O:36])(=[O:37])([Cl:38])[Cl:39]>>[Cl:1][c:2]1[cH:3][c:4]2[c:8]([cH:9][cH:10]1)[N:7]([S:35](=[O:36])(=[O:37])[c:45]1[c:44]([O:48][C:49]([F:50])([F:51])[F:52])[cH:43][c:42]([O:41][CH3:40])[cH:47][cH:46]1)[C:6](=[O:11])[C:5]2([CH2:12][C:13]([N:14]1[CH2:15][CH2:16][N:17]([c:20]2[n:21][cH:22][cH:23][n:24][cH:25]2)[CH2:18][CH2:19]1)=[O:26])[c:27]1[c:28]([O:33][CH3:34])[cH:29][cH:30][cH:31][cH:32]1. The reactants are C(C)(=O)OC(C=O)C (α-acetoxypropionaldehyde), 116, C(CC(=O)C)(=O)OC (methyl acetoacetate). Reagents/catalysts: [Fe] (iron). The solvent is CO (methanol). Conditions: temperature 20 celsius, time 8 hour. Product: 116.6, COC(=O)C1=C(OC(=C1)C)C (2,5-dimethylfuran-3-carboxylic acid methyl ester). As a reaction SMILES: [C:1]([O:7][CH3:8])(=[O:6])[CH2:2][C:3]([CH3:5])=[O:4].C(O[CH:13]([CH3:16])[CH:14]=O)(=O)C>[Fe].CO>[CH3:8][O:7][C:1]([C:2]1[CH:14]=[C:13]([CH3:16])[O:4][C:3]=1[CH3:5])=[O:6]. Procedure details: 27 parts by weight of anhydrous iron-III chloride are added to a solution of 116 parts by weight of methyl acetoacetate in 120 parts by weight of methanol and thereafter 149 parts by weight of 85.5 percent strength α-acetoxypropionaldehyde are added dropwise, sufficiently slowly that the temperature does not rise above 37° C. The mixture is stirred overnight at room temperature (20° C.), is then boiled for 2 hours, and, when it has cooled, is worked up as described in Example 1. Distillation giv... Reactants: COC(=O)C=1N(C(C2=CC=C(C=C2C1OS(=O)(=O)C(F)(F)F)Cl)=O)CC1=CC=C(C=C1)S(=O)(=O)C (6-chloro-2-(4-methanesulfonylbenzyl)-1-oxo-4-trifluoromethanesulfonyloxy-1,2-dihydroisoquinoline-3-carboxylic acid methyl ester), C(=O)C1=CC=C(C=C1)B(O)O (4-formylphenylboronic acid). Product: COC(=O)C=1N(C(C2=CC=C(C=C2C1C1=CC=C(C=C1)C=O)Cl)=O)CC1=CC=C(C=C1)S(=O)(=O)C (6-chloro-4-(4-formylphenyl)-2-(4-methanesulfonylbenzyl)-1-oxo-1,2-dihydroisoquinoline-3-carboxylic acid methyl ester). Reaction SMILES: [CH3:1][O:2][C:3]([C:5]1[N:6]([CH2:25][C:26]2[CH:31]=[CH:30][C:29]([S:32]([CH3:35])(=[O:34])=[O:33])=[CH:28][CH:27]=2)[C:7](=[O:24])[C:8]2[C:13]([C:14]=1OS(C(F)(F)F)(=O)=O)=[CH:12][C:11]([Cl:23])=[CH:10][CH:9]=2)=[O:4].[CH:36]([C:38]1[CH:43]=[CH:42][C:41](B(O)O)=[CH:40][CH:39]=1)=[O:37]>>[CH3:1][O:2][C:3]([C:5]1[N:6]([CH2:25][C:26]2[CH:27]=[CH:28][C:29]([S:32]([CH3:35])(=[O:33])=[O:34])=[CH:30][CH:31]=2)[C:7](=[O:24])[C:8]2[C:13]([C:14]=1[C:41]1[CH:42]=[CH:43][C:38]([CH:36]=[O:37])=[CH:39][CH:40]=1)=[CH:12][C:11]([Cl:23])=[CH:10][CH:9]=2)=[O:4]. Reported procedure: The present compound was synthesized by a method similar to that in Example 272 and using 6-chloro-2-(4-methanesulfonylbenzyl)-1-oxo-4-trifluoromethanesulfonyloxy-1,2-dihydroisoquinoline-3-carboxylic acid methyl ester and 4-formylphenylboronic acid. Starting materials: ClC1=C(C(=NC=N1)N)CC (6-Chloro-5-ethyl-pyrimidin-4-ylamine), Cl.N1(CCC1)CCN1C(=NC(=C1)C1=CC(=NC=C1)C(F)(F)F)C1CCNCC1 (4-[1-(2-Azetidin-1-yl-ethyl)-2-piperidin-4-yl-1H-imidazol-4-yl]-2-trifluoromethyl-pyridine hydrochloride), C(=O)([O-])[O-].[Cs+].[Cs+] (Cs2CO3). The solvent is CS(=O)C (DMSO). Reaction conditions: temperature 120 celsius, time 2 day. Yields the product N1(CCC1)CCN1C(=NC(=C1)C1=NC(=CC=C1)Cl)C1CCN(CC1)C1=C(C(=NC=N1)N)CC (6-(4-(1-(2-(azetidin-1-yl)ethyl)-4-(6-chloropyridin-2-yl)-1H-imidazol-2-yl)piperidin-1-yl)-5-ethylpyrimidin-4-amine). As a reaction SMILES: Cl[C:2]1[N:7]=[CH:6][N:5]=[C:4]([NH2:8])[C:3]=1[CH2:9][CH3:10].[ClH:11].[N:12]1([CH2:16][CH2:17][N:18]2[CH:22]=[C:21](C3C=CN=C(C(F)(F)F)C=3)[N:20]=[C:19]2[CH:33]2[CH2:38][CH2:37][NH:36][CH2:35][CH2:34]2)[CH2:15][CH2:14][CH2:13]1.C([O-])([O-])=O.[Cs+].[Cs+]>CS(C)=O>[N:12]1([CH2:16][CH2:17][N:18]2[CH:22]=[C:21]([C:35]3[CH:34]=[CH:33][CH:38]=[C:37]([Cl:11])[N:36]=3)[N:20]=[C:19]2[CH:33]2[CH2:38][CH2:37][N:36]([C:2]3[N:7]=[CH:6][N:5]=[C:4]([NH2:8])[C:3]=3[CH2:9][CH3:10])[CH2:35][CH2:34]2)[CH2:13][CH2:14][CH2:15]1 |f:1.2,3.4.5|. Procedure: A reaction mixture of 6-Chloro-5-ethyl-pyrimidin-4-ylamine (45.00 mg; 0.29 mmol; 1.00 eq.), 2-[1-(2-Azetidin-1-yl-ethyl)-2-piperidin-4-yl-1H-imidazol-4-yl]-6-chloropyridine hydrochloride (4) (140.40 mg; 0.29 mmol; 1.00 eq.), and Cs2CO3 (372.13 mg; 1.14 mmol; 4.00 eq.) in DMSO 1.0 ml was stirred at 120° C. for 2 days, purified by HPLC, collected title compound 36 mg. LC-MS (M+1=467, obsd.=467).